This data is from the Open Reaction Database (ORD), a public repository of structured organic reaction records. The task is: describe an organic reaction: reactants, conditions, products, and yield Starting materials: ClC=1C=CC=C2C(=CN(C12)CC1CCOCC1)C(=O)N (7-chloro-1-(tetrahydropyran-4-yl)methyl-1H-indole-3-carboxylic acid amide), COC=1C=CC(=CC1)P2(=S)SP(=S)(S2)C=3C=CC(=CC3)OC (Lawesson's reagent), C1(=CC=CC=C1)C (toluene). Solvent: O1CCCC1 (tetrahydrofuran). Run at time 3 day. Product: ClC=1C=CC=C2C(=CN(C12)CC1CCOCC1)C(N)=S (7-chloro-1-(tetrahydropyran-4-yl)methyl-1H-indole-3-carbothioic acid amide). Isolated yield 75.0%. RXN SMILES: [Cl:1][C:2]1[CH:3]=[CH:4][CH:5]=[C:6]2[C:10]=1[N:9]([CH2:11][CH:12]1[CH2:17][CH2:16][O:15][CH2:14][CH2:13]1)[CH:8]=[C:7]2[C:18]([NH2:20])=O.COC1C=CC(P2(SP(C3C=CC(OC)=CC=3)(=S)S2)=[S:30])=CC=1.C1(C)C=CC=CC=1>O1CCCC1>[Cl:1][C:2]1[CH:3]=[CH:4][CH:5]=[C:6]2[C:10]=1[N:9]([CH2:11][CH:12]1[CH2:17][CH2:16][O:15][CH2:14][CH2:13]1)[CH:8]=[C:7]2[C:18](=[S:30])[NH2:20]. Reported procedure: A mixture of 7-chloro-1-(tetrahydropyran-4-yl)methyl-1H-indole-3-carboxylic acid amide (1.8 g, 6.0 mmol), Lawesson's reagent (4.85 g, 12.0 mmol), toluene (150 ml) and tetrahydrofuran (50 ml) was stirred at room temperature for 3 days. The reaction mixture was concentrated in vacuo and the obtained reside was purified by column chromatography eluting with 20-50% (v/v) ethyl acetate in n-heptane to afford 7-chloro-1-(tetrahydropyran-4-yl)methyl-1H-indole-3-carbothioic acid amide (1.4 g, 4.5 mmol). The reactants are C(C)OC(C(OCC)C1=C(C=C(C=C1F)C(NCC(C)C)=O)F)=O ((RS)-(2,6-difluoro-4-isobutylcarbamoyl-phenyl)-ethoxy-acetic acid ethyl ester), CO (MeOH), O (H2O), O[Li].O (LiOH.H2O). The solvent is C1CCOC1 (THF), CCOC(=O)C (AcOEt). Conditions: temperature 60 celsius, time 1.5 hour. Yields the product FC1=C(C(=CC(=C1)C(NCC(C)C)=O)F)C(C(=O)O)OCC ((RS)-(2,6-difluoro-4-isobutylcarbamoyl-phenyl)-ethoxy-acetic acid). The yield is 66.2%. As a reaction SMILES: C([O:3][C:4](=[O:24])[CH:5]([C:9]1[C:14]([F:15])=[CH:13][C:12]([C:16](=[O:22])[NH:17][CH2:18][CH:19]([CH3:21])[CH3:20])=[CH:11][C:10]=1[F:23])[O:6][CH2:7][CH3:8])C.CO.O.O[Li].O>C1COCC1.CCOC(C)=O>[F:15][C:14]1[CH:13]=[C:12]([C:16](=[O:22])[NH:17][CH2:18][CH:19]([CH3:21])[CH3:20])[CH:11]=[C:10]([F:23])[C:9]=1[CH:5]([O:6][CH2:7][CH3:8])[C:4]([OH:24])=[O:3] |f:3.4|. Reported procedure: To a solution of (RS)-(2,6-difluoro-4-isobutylcarbamoyl-phenyl)-ethoxy-acetic acid ethyl ester (125 mg) in a mixture of THF (1 ml), MeOH (1 ml) and H2O (0.5 ml) was added LiOH.H2O (31 mg). After stirring 1.5 h at 60° C. AcOEt was added (10 ml) and the product was extracted with H2O (10 ml). The aqueous layer was collected, acidified with 1 N HCl and extracted with AcOEt (2×15 ml). The combined organic layers were dried (Na2SO4) and the solvent is evaporated to obtain 76 mg (66%) of (RS)-(2,6-dif...